From a dataset of the Open Reaction Database (ORD), a public repository of structured organic reaction records. describe an organic reaction: reactants, conditions, products, and yield Reactants: [BH3-]C#N, CC(=O)[O-], CO, CC1CN(C(=O)COc2ccc(Cl)cc2C=O)C(C)CN1Cc1ccc(F)cc1, [NH4+], [Na+]. Yields the product CC1CN(C(=O)COc2ccc(Cl)cc2CN)C(C)CN1Cc1ccc(F)cc1. Reaction SMILES: [C:35](#[N:36])[BH3-:37].[CH3:31][C:32](=[O:33])[O-:34].[CH3:39][OH:40].[Cl:1][c:2]1[cH:3][cH:4][c:5]([O:10][CH2:11][C:12](=[O:13])[N:14]2[CH:15]([CH3:29])[CH2:16][N:17]([CH2:21][c:22]3[cH:23][cH:24][c:25]([F:28])[cH:26][cH:27]3)[CH:18]([CH3:20])[CH2:19]2)[c:6]([CH:7]=[O:8])[cH:9]1.[NH4+:30].[Na+:38]>>[Cl:1][c:2]1[cH:3][cH:4][c:5]([O:10][CH2:11][C:12](=[O:13])[N:14]2[CH:15]([CH3:29])[CH2:16][N:17]([CH2:21][c:22]3[cH:23][cH:24][c:25]([F:28])[cH:26][cH:27]3)[CH:18]([CH3:20])[CH2:19]2)[c:6]([CH2:7][NH2:36])[cH:9]1.